This data is from the Open Reaction Database (ORD), a public repository of structured organic reaction records. The task is: describe an organic reaction: reactants, conditions, products, and yield Starting materials: COc1cc(F)ccc1Br, [Li]CCCC, CCCCCC, CC(C)NC(C)C, C1CCOC1, O, O=Cc1ccc2ccccc2c1. Yields the product COc1c(Br)ccc(F)c1C(O)c1ccc2ccccc2c1. As a reaction SMILES: [Br:13][c:14]1[c:15]([O:21][CH3:22])[cH:16][c:17]([F:20])[cH:18][cH:19]1.[CH2:1]([Li:2])[CH2:3][CH2:4][CH3:5].[CH3:35][CH2:36][CH2:37][CH2:38][CH2:39][CH3:40].[CH:6]([NH:7][CH:8]([CH3:9])[CH3:10])([CH3:11])[CH3:12].[O:41]1[CH2:42][CH2:43][CH2:44][CH2:45]1.[OH2:46].[cH:23]1[c:24]([CH:33]=[O:34])[cH:25][cH:26][c:27]2[cH:28][cH:29][cH:30][cH:31][c:32]12>>[Br:13][c:14]1[c:15]([O:21][CH3:22])[c:16]([CH:33]([c:24]2[cH:23][c:32]3[c:27]([cH:26][cH:25]2)[cH:28][cH:29][cH:30][cH:31]3)[OH:34])[c:17]([F:20])[cH:18][cH:19]1. The reactants are O=C(OOC(=O)c1ccccc1)c1ccccc1, O=C([O-])[O-], Cc1ccc2c(c1)B(O)OC2(C)C, ClC(Cl)(Cl)Cl, Cl, [Na+], [Na+], O=C1CCC(=O)N1Br. Product: CC1(C)OB(O)c2cc(C=O)ccc21. RXN SMILES: [C:14]([O:15][O:16][C:17](=[O:18])[c:19]1[cH:20][cH:22][cH:23][cH:24][cH:25]1)(=[O:21])[c:26]1[cH:27][cH:28][cH:29][cH:30][cH:31]1.[C:40](=[O:41])([O-:42])[O-:43].[CH3:1][C:2]1([CH3:13])[c:3]2[c:4]([cH:8][c:9]([CH3:12])[cH:10][cH:11]2)[B:5]([OH:7])[O:6]1.[Cl:47][C:48]([Cl:49])([Cl:50])[Cl:51].[ClH:46].[Na+:44].[Na+:45].[O:32]=[C:33]1[N:34]([Br:35])[C:36](=[O:37])[CH2:38][CH2:39]1>>[CH3:1][C:2]1([CH3:13])[c:3]2[c:4]([cH:8][c:9]([CH:12]=[O:21])[cH:10][cH:11]2)[B:5]([OH:7])[O:6]1. Reactants: S(O)(O)(=O)=O (Sulfuric acid), 1-(16,17-Oxidoheptadecyl)-3,7-dimethylxanthine, [Mg] (magnesium), BrCCCCCCCl (1-bromo-6-chloro hexane), II (iodine), C(CCCCCCCCC=C)Br (10-undecenyl bromide). The reagents and catalysts are [Cu](I)I (copper iodide). Solvent: C1CCOC1 (THF), C1CCOC1 (THF), C1CCOC1 (THF). Conditions: time 30 minute. Yields the product C(CCCCCCCCCCCCCCC=C)Cl (16-heptadecenyl chloride). Isolated yield 25.3%. Reaction SMILES: [Mg].II.[CH2:4](Br)[CH2:5][CH2:6][CH2:7][CH2:8][CH2:9][CH2:10][CH2:11][CH2:12][CH:13]=[CH2:14].Br[CH2:17][CH2:18][CH2:19][CH2:20][CH2:21][CH2:22][Cl:23].S(=O)(=O)(O)O>C1COCC1.[Cu](I)I>[CH2:22]([Cl:23])[CH2:21][CH2:20][CH2:19][CH2:18][CH2:17][CH2:14][CH2:13][CH2:12][CH2:11][CH2:10][CH2:9][CH2:8][CH2:7][CH2:6][CH:5]=[CH2:4]. Reported procedure: This example illustrates a synthesis of 1-(16,17-Oxidoheptadecyl)-3,7-dimethylxanthine (inventive compound no. 3516). To a suspension of magnesium (3.10 g, 129 mmol) and a crystal of iodine in THF (10 mL) was added 10-undecenyl bromide (6.00 g, 25.8 mmol, available from MTM) in THF (20 mL) over 40 minutes and the reaction stirred for a further 30 minutes after the addition was complete. The solution was added via a canula over 50 minutes to a suspension of copper iodide (0.50 g, 2.58 mmol) and 1... Reactants: C1CCOC1, C[Si](C)(C)Cl, O=CNc1ccsc1, CC(C)NC(C)C, [Li]. Product: C[Si](C)(C)c1sccc1NC=O. Reaction SMILES: [CH2:22]1[O:23][CH2:24][CH2:25][CH2:26]1.[CH3:17][Si:18]([CH3:19])([CH3:20])[Cl:21].[CH:1](=[O:2])[NH:3][c:4]1[cH:5][s:6][cH:7][cH:8]1.[CH:9]([NH:10][CH:11]([CH3:12])[CH3:13])([CH3:14])[CH3:15].[Li:16]>>[CH:1](=[O:2])[NH:3][c:4]1[c:5]([Si:18]([CH3:17])([CH3:19])[CH3:20])[s:6][cH:7][cH:8]1. Reactants: C(O)([O-])=O.[Na+] (sodium hydrogen carbonate), COC=1N=CC2=C(N1)N(C(C=C2)=O)CC=O ((2-methoxy-7-oxopyrido(2,3-d)pyrimidin-8(7H)-yl)acetaldehyde), O1CCOC=2C=NC(=CC21)CN(C(OC(C)(C)C)=O)C2CCNCC2 (tert-butyl (2,3-dihydro(1,4)dioxino(2,3-c)pyridin-7-ylmethyl)(piperidin-4-yl)carbamate), C(C)(=O)O[BH-](OC(C)=O)OC(C)=O.[Na+] (sodium triacetoxyborohydride). Solvent: C(Cl)(Cl)Cl (Chloroform), ClCCl (dichloromethane), ClCCl (dichloromethane), C(C)(=O)O (acetic acid). Run at time 30 minute. Product: O1CCOC=2C=NC(=CC21)CN(C(OC(C)(C)C)=O)C2CCN(CC2)CCN2C(C=CC1=C2N=C(N=C1)OC)=O (tert-butyl (2,3-dihydro(1,4)dioxino(2,3-c)pyridin-7-ylmethyl)(1-(2-(2-methoxy-7-oxopyrido(2,3-d)pyrimidin-8(7H)-yl)ethyl)piperidin-4-yl)carbamate). Yield: 66.1%. As a reaction SMILES: [CH3:1][O:2][C:3]1[N:4]=[CH:5][C:6]2[CH:12]=[CH:11][C:10](=[O:13])[N:9]([CH2:14][CH:15]=O)[C:7]=2[N:8]=1.[O:17]1[C:26]2[CH:25]=[C:24]([CH2:27][N:28]([CH:36]3[CH2:41][CH2:40][NH:39][CH2:38][CH2:37]3)[C:29](=[O:35])[O:30][C:31]([CH3:34])([CH3:33])[CH3:32])[N:23]=[CH:22][C:21]=2[O:20][CH2:19][CH2:18]1.C(O[BH-](OC(=O)C)OC(=O)C)(=O)C.[Na+].C(=O)([O-])O.[Na+]>ClCCl.C(Cl)(Cl)Cl.C(O)(=O)C>[O:17]1[C:26]2[CH:25]=[C:24]([CH2:27][N:28]([CH:36]3[CH2:41][CH2:40][N:39]([CH2:15][CH2:14][N:9]4[C:7]5[N:8]=[C:3]([O:2][CH3:1])[N:4]=[CH:5][C:6]=5[CH:12]=[CH:11][C:10]4=[O:13])[CH2:38][CH2:37]3)[C:29](=[O:35])[O:30][C:31]([CH3:34])([CH3:33])[CH3:32])[N:23]=[CH:22][C:21]=2[O:20][CH2:19][CH2:18]1 |f:2.3,4.5|. Reported procedure: To a solution of 0.33 g of (2-methoxy-7-oxopyrido(2,3-d)pyrimidin-8(7H)-yl)acetaldehyde in 15 mL of dichloromethane, a solution of 0.53 g of tert-butyl (2,3-dihydro(1,4)dioxino(2,3-c)pyridin-7-ylmethyl)(piperidin-4-yl)carbamate in 5.3 mL of dichloromethane, and 87 μL of acetic acid were added, and the mixture was stirred at room temperature for 1 hour 30 minutes. To the reaction mixture, 0.40 g of sodium triacetoxyborohydride was added, and the mixture was stirred for 2 hours 30 minutes. After l... Reactants: OC=1C=C2C=CNC2=CC1 (5-hydroxyindole), C(=O)([O-])[O-].[K+].[K+] (K2CO3), BrCCC1=CC=CC=C1 ((2-bromoethyl) benzene). Run in CC(CC)=O (2-butanone), C(Cl)Cl (CH2Cl2). Yields the product C1(=CC=CC=C1)CCOC=1C=C2C=CNC2=CC1 (5-(2-phenylethyloxy)indole). Yield: 46.6%. Reaction SMILES: [OH:1][C:2]1[CH:3]=[C:4]2[C:8](=[CH:9][CH:10]=1)[NH:7][CH:6]=[CH:5]2.C([O-])([O-])=O.[K+].[K+].Br[CH2:18][CH2:19][C:20]1[CH:25]=[CH:24][CH:23]=[CH:22][CH:21]=1>CC(=O)CC.C(Cl)Cl>[C:20]1([CH2:19][CH2:18][O:1][C:2]2[CH:3]=[C:4]3[C:8](=[CH:9][CH:10]=2)[NH:7][CH:6]=[CH:5]3)[CH:25]=[CH:24][CH:23]=[CH:22][CH:21]=1 |f:1.2.3|. Reported procedure: A stirred mixture of 5-hydroxyindole (0.5 g, 3.8 mmol), anhydrous K2CO3 (1.58 g, 11.4 mmol), (2-bromoethyl) benzene (2.11 g, 11.4 mmol), and a catalytic amount of KI in 2-butanone (40 ml) was heated at reflux overnight under nitrogen. Once cooled to room temperature, the reaction mixture was filtered and the flitrate concentrated under reduced pressure to give an oil. The oil was taken up in CH2Cl2 (50 ml) and washed successively with 2N-NaOH (1×20 ml) and water (1×20 ml). The organic portion wa...